From a dataset of the Open Reaction Database (ORD), a public repository of structured organic reaction records. describe an organic reaction: reactants, conditions, products, and yield Reactants: [H-].[H-].[H-].[H-].[Li+].[Al+3] (LAH), C1CCOC1 (THF), C(C)OC(=O)[C@@H]1N[C@@H](CC1)C1=CC(=C(C(=C1)F)F)F ((2R,5S)-5-(3,4,5-trifluorophenyl)pyrrolidine-2-carboxylic acid ethyl ester), [OH-].[Na+] (sodium hydroxide). Solvent: O (water), O (water). Reaction conditions: temperature -15 celsius, time 19 hour. The product is FC=1C=C(C=C(C1F)F)[C@@H]1CC[C@@H](N1)CO ([(2R,5S)-5-(3,4,5-trifluorophenyl)pyrrolidin-2-yl]methanol). Isolated yield 97.5%. Reaction SMILES: [H-].[H-].[H-].[H-].[Li+].[Al+3].C1COCC1.C([O:14][C:15]([C@H:17]1[CH2:21][CH2:20][C@@H:19]([C:22]2[CH:27]=[C:26]([F:28])[C:25]([F:29])=[C:24]([F:30])[CH:23]=2)[NH:18]1)=O)C.[OH-].[Na+]>O>[F:28][C:26]1[CH:27]=[C:22]([C@H:19]2[NH:18][C@@H:17]([CH2:15][OH:14])[CH2:21][CH2:20]2)[CH:23]=[C:24]([F:30])[C:25]=1[F:29] |f:0.1.2.3.4.5,8.9|. Procedure details: LAH (483 mg) was added to a THF solution (50 mL) of (2R,5S)-5-(3,4,5-trifluorophenyl)pyrrolidine-2-carboxylic acid ethyl ester (2.91 g) over 1 hr at −15° C. The resulting reaction solution was stirred at −15° C. for 19 hr. To the reaction solution, water (0.5 mL), a 5 N sodium hydroxide aqueous solution (0.5 mL), and water (1.5 mL) were added in this order. The resulting mixture was stirred at room temperature for 30 min and then filtered through Celite. The filtrate was concentrated under reduc...